Task: describe an organic reaction: reactants, conditions, products, and yield. Dataset: the Open Reaction Database (ORD), a public repository of structured organic reaction records Reactants: O=C([O-])[O-], CN(C)C=O, CCOC(C)=O, CC(C)I, Cn1nc(C(F)(F)F)c(CSC2=NOC(C)(CCl)C2)c1O, [K+], [K+], O. Product: CC(C)Oc1c(CSC2=NOC(C)(CCl)C2)c(C(F)(F)F)nn1C. RXN SMILES: [C:1](=[O:2])([O-:3])[O-:4].[CH3:33][N:34]([CH3:35])[CH:36]=[O:37].[CH3:38][CH2:39][O:40][C:41](=[O:42])[CH3:43].[CH:28]([CH3:29])([CH3:30])[I:31].[Cl:7][CH2:8][C:9]1([CH3:27])[CH2:10][C:11]([S:14][CH2:15][c:16]2[c:17]([C:23]([F:24])([F:25])[F:26])[n:18][n:19]([CH3:22])[c:20]2[OH:21])=[N:12][O:13]1.[K+:5].[K+:6].[OH2:32]>>[Cl:7][CH2:8][C:9]1([CH3:27])[CH2:10][C:11]([S:14][CH2:15][c:16]2[c:17]([C:23]([F:24])([F:25])[F:26])[n:18][n:19]([CH3:22])[c:20]2[O:21][CH:28]([CH3:29])[CH3:30])=[N:12][O:13]1. The reactants are [Li]CCCC, COc1ccc(-c2ccsc2-c2ccc(OC)cc2)cc1, Cc1ccccc1, CCOCC, O=C1CCCCC1. Product: COc1ccc(-c2cc(C3CCCCC3)sc2-c2ccc(OC)cc2)cc1. RXN SMILES: [CH2:22]([Li:23])[CH2:24][CH2:25][CH3:26].[CH3:1][O:2][c:3]1[cH:4][cH:5][c:6](-[c:9]2[s:10][cH:11][cH:12][c:13]2-[c:14]2[cH:15][cH:16][c:17]([O:20][CH3:21])[cH:18][cH:19]2)[cH:7][cH:8]1.[CH3:34][c:35]1[cH:36][cH:37][cH:38][cH:39][cH:40]1.[CH3:41][CH2:42][O:43][CH2:44][CH3:45].[O:27]=[C:28]1[CH2:29][CH2:30][CH2:31][CH2:32][CH2:33]1>>[CH3:1][O:2][c:3]1[cH:4][cH:5][c:6](-[c:9]2[s:10][c:11]([CH:28]3[CH2:29][CH2:30][CH2:31][CH2:32][CH2:33]3)[cH:12][c:13]2-[c:14]2[cH:15][cH:16][c:17]([O:20][CH3:21])[cH:18][cH:19]2)[cH:7][cH:8]1.